This data is from the Open Reaction Database (ORD), a public repository of structured organic reaction records. The task is: describe an organic reaction: reactants, conditions, products, and yield The reactants are C(C)(C)(C)NS(=O)(=O)C=1C(=NC=C(C1)C1=NN2C(C(=N1)NCC1=NC=CC=C1)=C(C=C2)C2=CC=CC=C2)OC(C)C (N-(tert-Butyl)-2-isopropoxy-5-(5-phenyl-4-((pyridin-2-ylmethyl)amino)pyrrolo[2,1-f][1,2,4]triazin-2-yl)pyridine-3-sulfonamide). The solvent is C(=O)(C(F)(F)F)O (TFA). The product is C(C)(C)OC1=NC=C(C=C1S(=O)(=O)N)C1=NN2C(C(=N1)NCC1=NC=CC=C1)=C(C=C2)C2=CC=CC=C2 (2-isopropoxy-5-(5-phenyl-4-((pyridin-2-ylmethyl)amino)pyrrolo[2,1-f][1,2,4]triazin-2-yl)pyridine-3-sulfonamide). Isolated yield 41.2%. RXN SMILES: C([NH:5][S:6]([C:9]1[C:10]([O:38][CH:39]([CH3:41])[CH3:40])=[N:11][CH:12]=[C:13]([C:15]2[N:20]=[C:19]([NH:21][CH2:22][C:23]3[CH:28]=[CH:27][CH:26]=[CH:25][N:24]=3)[C:18]3=[C:29]([C:32]4[CH:37]=[CH:36][CH:35]=[CH:34][CH:33]=4)[CH:30]=[CH:31][N:17]3[N:16]=2)[CH:14]=1)(=[O:8])=[O:7])(C)(C)C>C(O)(C(F)(F)F)=O>[CH:39]([O:38][C:10]1[C:9]([S:6]([NH2:5])(=[O:7])=[O:8])=[CH:14][C:13]([C:15]2[N:20]=[C:19]([NH:21][CH2:22][C:23]3[CH:28]=[CH:27][CH:26]=[CH:25][N:24]=3)[C:18]3=[C:29]([C:32]4[CH:37]=[CH:36][CH:35]=[CH:34][CH:33]=4)[CH:30]=[CH:31][N:17]3[N:16]=2)=[CH:12][N:11]=1)([CH3:41])[CH3:40]. Procedure: N-(tert-Butyl)-2-isopropoxy-5-(5-phenyl-4-((pyridin-2-ylmethyl)amino)pyrrolo[2,1-f][1,2,4]triazin-2-yl)pyridine-3-sulfonamide (0.175 g, 0.306 mmol) in TFA (30 mL) was stirred at RT for 12 h. TFA was removed under reduced pressure and reaction mixture was diluted with 10% NaHCO3 (50 mL). The reaction mixture was extracted with EtOAc (3×30 mL). The combined organic extracts were dried over anhydrous Na2SO4, filtered and concentrated under reduced pressure to give a residue which was purified by pr...